Dataset: the Open Reaction Database (ORD), a public repository of structured organic reaction records. Task: describe an organic reaction: reactants, conditions, products, and yield Reaction SMILES: [Br:23][CH2:24][CH2:25][CH2:26][Cl:27].[CH2:29]([N+:30]([CH2:31][CH3:32])([CH2:33][CH3:34])[CH2:35][c:36]1[cH:37][cH:38][cH:39][cH:40][cH:41]1)[CH3:42].[Cl-:28].[F:1][c:2]1[cH:3][cH:4][c:5]2[c:6]([n:7]([C:11](=[CH:12][c:13]3[cH:14][cH:15][cH:16][cH:17][cH:18]3)[CH3:19])[c:8](=[O:10])[nH:9]2)[cH:20]1.[Na+:22].[OH-:21].[OH2:43]>>[F:1][c:2]1[cH:3][cH:4][c:5]2[c:6]([n:7]([C:11](=[CH:12][c:13]3[cH:14][cH:15][cH:16][cH:17][cH:18]3)[CH3:19])[c:8](=[O:10])[n:9]2[CH2:24][CH2:25][CH2:26][Cl:27])[cH:20]1. Yields the product CC(=Cc1ccccc1)n1c(=O)n(CCCCl)c2ccc(F)cc21. The reactants are ClCCCBr, CC[N+](CC)(CC)Cc1ccccc1, [Cl-], CC(=Cc1ccccc1)n1c(=O)[nH]c2ccc(F)cc21, [Na+], [OH-], O.